Dataset: the Open Reaction Database (ORD), a public repository of structured organic reaction records. Task: describe an organic reaction: reactants, conditions, products, and yield Product: CN(C(C1=CC=C(C=C1)C1CCC(CC1)N1C[C@@H](CC1)NC(CNC(C1=CC(=CC=C1)C(F)(F)F)=O)=O)=O)C (N,N-Dimethyl-4-(4-{(3R)-3-[({[3-(trifluoromethyl)benzoyl]amino}acetyl)amino]pyrrolidin-1-yl}cyclohexyl)benzamide). Procedure details: 100 mg (0.4 mmol) of N,N-dimethyl-4-(4-oxocyclohexyl)benzamide and 126 mg (0.4 mmol) of N-{2-oxo-2-[(3R)-pyrrolidin-3-ylamino]ethyl}-3-(trifluoromethyl)benzamide were dissolved in 10 mL of methylene chloride. To the solution was added 170 mg (0.8 mmol) of sodium triacetoxyborohydride. The reaction mixture was stirred at room temperature for 2 h. Direct chromatography on silica gel gave the final desired product 45 mg (top spot on TLC and first peak on HPLC), yield: 22%. MS: 545 (M+1)+. Reaction SMILES: [CH3:1][N:2]([CH3:18])[C:3](=[O:17])[C:4]1[CH:9]=[CH:8][C:7]([CH:10]2[CH2:15][CH2:14][C:13](=O)[CH2:12][CH2:11]2)=[CH:6][CH:5]=1.[O:19]=[C:20]([NH:35][C@@H:36]1[CH2:40][CH2:39][NH:38][CH2:37]1)[CH2:21][NH:22][C:23](=[O:34])[C:24]1[CH:29]=[CH:28][CH:27]=[C:26]([C:30]([F:33])([F:32])[F:31])[CH:25]=1.C(O[BH-](OC(=O)C)OC(=O)C)(=O)C.[Na+]>C(Cl)Cl>[CH3:1][N:2]([CH3:18])[C:3](=[O:17])[C:4]1[CH:9]=[CH:8][C:7]([CH:10]2[CH2:15][CH2:14][CH:13]([N:38]3[CH2:39][CH2:40][C@@H:36]([NH:35][C:20](=[O:19])[CH2:21][NH:22][C:23](=[O:34])[C:24]4[CH:29]=[CH:28][CH:27]=[C:26]([C:30]([F:31])([F:33])[F:32])[CH:25]=4)[CH2:37]3)[CH2:12][CH2:11]2)=[CH:6][CH:5]=1 |f:2.3|. Run at time 2 hour. Run in C(Cl)Cl (methylene chloride). The yield is 20.7%. Reactants: CN(C(C1=CC=C(C=C1)C1CCC(CC1)=O)=O)C (N,N-dimethyl-4-(4-oxocyclohexyl)benzamide), O=C(CNC(C1=CC(=CC=C1)C(F)(F)F)=O)N[C@H]1CNCC1 (N-{2-oxo-2-[(3R)-pyrrolidin-3-ylamino]ethyl}-3-(trifluoromethyl)benzamide), C(C)(=O)O[BH-](OC(C)=O)OC(C)=O.[Na+] (sodium triacetoxyborohydride). Product: C=C.C=CCCCC (ethylene•1-hexene), C=CCCCC (1-hexene). Starting materials: raw material, C=C (ethylene), C=CCCCC (1-hexene), C=CCCCC (1-hexene). RXN SMILES: C=C.[CH2:3]=[CH:4][CH2:5][CH2:6][CH2:7][CH3:8]>>[CH2:3]=[CH2:4].[CH2:3]=[CH:4][CH2:5][CH2:6][CH2:7][CH3:8].[CH2:3]=[CH:4][CH2:5][CH2:6][CH2:7][CH3:8] |f:2.3|. Procedure: Using a stirring-type autoclave-type continuous reactor with an inner volume of 1.5 L, a mixture of ethylene and 1-hexene, as a raw material gas, was continuously supplied in a rate of 40 kg/hr, so that the composition of 1-hexene was 75% by weight, under maintaining pressure inside the reactor at 130 MPa. In addition, the above catalyst solution was supplied continuously by adjusting supply amount thereof so as to maintain polymerization temperature at 150° C. Production amount of the polymer w... Reactants: ClC1=CC=C2C(=C(N(C2=C1)C)C=1C=NC=C(C1)C=O)C#N (6-chloro-2-(5-formyl-pyridin-3-yl)-1-methyl-1H-indole-3-carbonitrile), C(C)(C)(C)OC(NC1CCNCC1)=O (piperidin-4-yl-carbamic acid tert-butyl ester). The product is C(C)(C)(C)OC(NC1CCN(CC1)CC=1C=NC=C(C1)C=1N(C2=CC(=CC=C2C1C#N)Cl)C)=O ({1-[5-(6-chloro-3-cyano-1-methyl-1H-indol-2-yl)-pyridin-3-ylmethyl]-piperidin-4-yl}-carbamic acid tert-butyl ester). Reaction SMILES: [Cl:1][C:2]1[CH:10]=[C:9]2[C:5]([C:6]([C:20]#[N:21])=[C:7]([C:12]3[CH:13]=[N:14][CH:15]=[C:16]([CH:18]=O)[CH:17]=3)[N:8]2[CH3:11])=[CH:4][CH:3]=1.[C:22]([O:26][C:27](=[O:35])[NH:28][CH:29]1[CH2:34][CH2:33][NH:32][CH2:31][CH2:30]1)([CH3:25])([CH3:24])[CH3:23]>>[C:22]([O:26][C:27](=[O:35])[NH:28][CH:29]1[CH2:34][CH2:33][N:32]([CH2:18][C:16]2[CH:15]=[N:14][CH:13]=[C:12]([C:7]3[N:8]([CH3:11])[C:9]4[C:5]([C:6]=3[C:20]#[N:21])=[CH:4][CH:3]=[C:2]([Cl:1])[CH:10]=4)[CH:17]=2)[CH2:31][CH2:30]1)([CH3:25])([CH3:23])[CH3:24]. Procedure details: 6-Chloro-2-(5-formyl-pyridin-3-yl)-1-methyl-1H-indole-3-carbonitrile (Example 126) and piperidin-4-yl-carbamic acid tert-butyl ester are processed according to the method described in Example 170 to give {1-[5-(6-chloro-3-cyano-1-methyl-1H-indol-2-yl)-pyridin-3-ylmethyl]-piperidin-4-yl}-carbamic acid tert-butyl ester. MS (ESI) m/z 480.1 (M+H)+. Starting materials: [N+](=O)([O-])C1=CC=C(COC(=O)Cl)C=C1 (4-nitrobenzyloxycarbonyl chloride), aqueous solution, [OH-].[Na+] (sodium hydroxide), COC1=CC=C(CS[C@H]2C[C@H](NC2)C(=O)O)C=C1 ((2S,4S)-4-(4-methoxybenzylthio)-2-pyrrolidinecarboxylic acid), aqueous solution, [OH-].[Na+] (sodium hydroxide). The solvent is O1CCCC1 (tetrahydrofuran), O (water), O1CCCC1 (tetrahydrofuran). Product: COC1=CC=C(CS[C@H]2C[C@H](N(C2)C(=O)OCC2=CC=C(C=C2)[N+](=O)[O-])C(=O)O)C=C1 ((2S,4S)-4-(4-Methoxybenzylthio)-1-(4-nitrobenzyloxycarbonyl)-2-pyrrolidinecarboxylic acid). Yield: 77.5%. As a reaction SMILES: [CH3:1][O:2][C:3]1[CH:18]=[CH:17][C:6]([CH2:7][S:8][C@@H:9]2[CH2:13][NH:12][C@H:11]([C:14]([OH:16])=[O:15])[CH2:10]2)=[CH:5][CH:4]=1.[OH-].[Na+].[N+:21]([C:24]1[CH:34]=[CH:33][C:27]([CH2:28][O:29][C:30](Cl)=[O:31])=[CH:26][CH:25]=1)([O-:23])=[O:22]>O1CCCC1.O>[CH3:1][O:2][C:3]1[CH:4]=[CH:5][C:6]([CH2:7][S:8][C@@H:9]2[CH2:13][N:12]([C:30]([O:29][CH2:28][C:27]3[CH:26]=[CH:25][C:24]([N+:21]([O-:23])=[O:22])=[CH:34][CH:33]=3)=[O:31])[C@H:11]([C:14]([OH:16])=[O:15])[CH2:10]2)=[CH:17][CH:18]=1 |f:1.2|. Procedure details: 1.87 g of (2S,4S)-4-(4-methoxybenzylthio)-2-pyrrolidinecarboxylic acid [prepared as described in step (a) above] was suspended in 80 ml of a 1:1 by volume mixture of tetrahydrofuran and water. This suspension was then converted to a homogeneous solution by the addition of 7 ml of a 1N aqueous solution of sodium hydroxide. Whilst stirring this solution on an ice bath, 10 ml of a tetrahydrofuran solution containing 1510 mg of 4-nitrobenzyloxycarbonyl chloride and 7 ml of a 1N aqueous solution of s... Starting materials: C(C)OC(C(C(=O)OCC)=COCC)=O (2-ethoxymethylene-malonic acid diethyl ester), ice water, Cl (HCl), CC[O-].[Na+] (NaOEt), Cl.C(CC)(=N)N (propionamidine hydrochloride). Run in alcohol, alcohol. Yields the product C(C)OC(=O)C1=CN=C(NC1=O)CC (2-ethyl-6-oxo-1,6-dihydro-pyrimidine-5-carboxylic acid ethyl ester). Isolated yield 86.6%. Reaction SMILES: CC[O-].[Na+].Cl.[C:6]([NH2:10])(=[NH:9])[CH2:7][CH3:8].[CH2:11]([O:13][C:14](=[O:25])[C:15](=[CH:21]OCC)[C:16](OCC)=[O:17])[CH3:12].Cl>>[CH2:11]([O:13][C:14]([C:15]1[C:16](=[O:17])[NH:10][C:6]([CH2:7][CH3:8])=[N:9][CH:21]=1)=[O:25])[CH3:12] |f:0.1,2.3|. Reported procedure: To a cold (0° C.) solution of NaOEt (0.2 mol) in absolute alcohol (150 mL) was added propionamidine hydrochloride (10.9 g, 0.1 mol) in one portion. A solution of 2-ethoxymethylene-malonic acid diethyl ester (21.6 g, 0.1 mol) in absolute alcohol (60 mL) was added dropwise to the above mixture during 20 minutes. After the addition was completed, the whole mixture was heated to reflux for 2.5 hours, then cooled and poured to ice water. The aqueous solution was acidified to pH 5 with HCl (6 M), extr... Starting materials: O.O.[Sn](Cl)Cl (tin(II) chloride dihydrate), NC1=C(C(=O)C2=CC=C(C=C2)F)C=C(C=C1)Br (2-amino-5-bromo-4′-fluorobenzophenone), N(=O)[O-].[Na+] (sodium nitrite). The solvent is Cl (hydrochloric acid), Cl (hydrochloride), O1CCCC1 (tetrahydrofuran), O (water). Reaction conditions: time 30 minute. Product: BrC=1C=C2C(=NNC2=CC1)C1=CC=C(C=C1)F (5-Bromo-3-(4-fluorophenyl)-1H-indazole). The yield is 39.4%. As a reaction SMILES: [NH2:1][C:2]1[CH:16]=[CH:15][C:14]([Br:17])=[CH:13][C:3]=1[C:4]([C:6]1[CH:11]=[CH:10][C:9]([F:12])=[CH:8][CH:7]=1)=O.[N:18]([O-])=O.[Na+].O.O.[Sn](Cl)Cl>Cl.O1CCCC1.O>[Br:17][C:14]1[CH:13]=[C:3]2[C:2](=[CH:16][CH:15]=1)[NH:1][N:18]=[C:4]2[C:6]1[CH:11]=[CH:10][C:9]([F:12])=[CH:8][CH:7]=1 |f:1.2,3.4.5|. Reported procedure: To a solution of 2-amino-5-bromo-4′-fluorobenzophenone (13.50 g, 45.9 mmol) in 6 N hydrochloride solution (400 mL) and tetrahydrofuran (500 mL) at −15° C. was slowly dropped a solution of sodium nitrite (4.12 g, 59.7 mmol) in water (20 mL). After stirring for 30 minutes in cold bath, to the reaction mixture was added a solution of tin(II) chloride dihydrate (28.48 g, 126 mmol) in concentrated hydrochloric acid (70 mL) dropwise. A white solid precipitated immediately. After 30 minutes, the white ... Starting materials: P(Br)(Br)Br (phosphorus tribromide), BrC1=C(C(=CC=C1)OC(F)(F)F)CO ({2-bromo-6-[(trifluoromethyl)oxy]phenyl}methanol), C([O-])(O)=O.[Na+] (sodium bicarbonate). Run in C(Cl)Cl (DCM), ClCCl (dichloromethane). Reaction conditions: temperature -10 celsius, time 3 hour. Product: BrC1=C(C(=CC=C1)OC(F)(F)F)CBr (1-bromo-2-(bromomethyl)-3-[(trifluoromethyl)oxy]benzene). Yield: 46.0%. RXN SMILES: [Br:1][C:2]1[CH:7]=[CH:6][CH:5]=[C:4]([O:8][C:9]([F:12])([F:11])[F:10])[C:3]=1[CH2:13]O.P(Br)(Br)[Br:16].C(=O)(O)[O-].[Na+]>ClCCl>[Br:1][C:2]1[CH:7]=[CH:6][CH:5]=[C:4]([O:8][C:9]([F:12])([F:11])[F:10])[C:3]=1[CH2:13][Br:16] |f:2.3|. Reported procedure: To a stirred solution of 2-bromo-6-[(trifluoromethyl)oxy]benzoic acid (1.116 g, 3.92 mmol, Parkway Scientific), in THF (45 ml), under nitrogen, was added 1.0 M borane-tetrahydrofuran complex (12 ml, 12 mmol) carefully over about 2 minutes. The solution was then heated at gentle reflux for 24 h and allowed to cool. Methanol (20 ml) was added dropwise. The solution was heated at reflux for 30 min and allowed to cool. The solvent was evaporated in vacuo and acidified with dilute aqueous HCl. The mi...